This data is from the Open Reaction Database (ORD), a public repository of structured organic reaction records. The task is: describe an organic reaction: reactants, conditions, products, and yield Starting materials: NC=1C=C(C#N)C=CC1N (3,4-diaminobenzonitrile), Cl.ClCC(OCC)=N (ethyl chloroacetoimidate hydrochloride). The solvent is C(C)O (ethanol). Yields the product ClCC=1NC2=C(N1)C=CC(=C2)C#N (2-chloromethyl-5-benzimidazolecarbonitrile). The yield is 54.9%. As a reaction SMILES: [NH2:1][C:2]1[CH:3]=[C:4]([CH:7]=[CH:8][C:9]=1[NH2:10])[C:5]#[N:6].Cl.[Cl:12][CH2:13][C:14](=N)OCC>C(O)C>[Cl:12][CH2:13][C:14]1[NH:1][C:2]2[CH:3]=[C:4]([C:5]#[N:6])[CH:7]=[CH:8][C:9]=2[N:10]=1 |f:1.2|. Procedure details: 3.42 g of 3,4-diaminobenzonitrile and 4.06 g of ethyl chloroacetoimidate hydrochloride were dissolved in 100 ml of ethanol, and the solution was refluxed under heating for 3 hours. After cooling and distilling off the solvent, the resulting residue was dissolved in ethyl acetate, washed with water, and then dried. After distilling off the solvent, the crystals thus precipitated were collected by filtration to obtain 2.7 g of 2-chloromethyl-5-benzimidazolecarbonitrile. Starting materials: C(C1=CC=CC=C1)N1CC(C(CC1)=O)(C)C1=CC(=CC=C1)Cl (1-benzyl-3-(3-chlorophenyl)-3-methyl-4-piperidone), C(#N)CC(=O)OCC (ethyl cyanoacetate), C(#N)CC(=O)OCC (ethyl cyanoacetate), C(C)(=O)[O-].[NH4+] (ammonium acetate). Run in C1=CC=CC=C1 (benzene), C(C)(=O)O (acetic acid), C(C)(=O)OCC (ethyl acetate), C(C)(=O)O (acetic acid). Run at time 10 hour. Product: C(C1=CC=CC=C1)N1CC(C(CC1)=C(C(=O)OCC)C#N)(C)C1=CC(=CC=C1)Cl (Ethyl 2-(1-benzyl-3-(3-chlorophenyl)-3-methyl-4-piperidinylidene)-2-cyanoacetate). RXN SMILES: [CH2:1]([N:8]1[CH2:13][CH2:12][C:11](=O)[C:10]([C:16]2[CH:21]=[CH:20][CH:19]=[C:18]([Cl:22])[CH:17]=2)([CH3:15])[CH2:9]1)[C:2]1[CH:7]=[CH:6][CH:5]=[CH:4][CH:3]=1.[C:23]([CH2:25][C:26]([O:28][CH2:29][CH3:30])=[O:27])#[N:24].C([O-])(=O)C.[NH4+]>C(OCC)(=O)C.C(O)(=O)C.C1C=CC=CC=1>[CH2:1]([N:8]1[CH2:13][CH2:12][C:11](=[C:25]([C:23]#[N:24])[C:26]([O:28][CH2:29][CH3:30])=[O:27])[C:10]([C:16]2[CH:21]=[CH:20][CH:19]=[C:18]([Cl:22])[CH:17]=2)([CH3:15])[CH2:9]1)[C:2]1[CH:7]=[CH:6][CH:5]=[CH:4][CH:3]=1 |f:2.3|. Reported procedure: A mixture of 1-benzyl-3-(3-chlorophenyl)-3-methyl-4-piperidone (50 mmole), ethyl cyanoacetate (50 mmole), acetic acid (1.14 mL) ammonium acetate (400 mg), and benzene (50 mL) is heated to reflux in a Dean-Stark apparatus. After approximately 10 hours, additional ethyl cyanoacetate (50 mmole), acetic acid (1.14 mL), and ammonium acetate (400 mg) are added. After an additional 10 hours, the reaction is cooled to room temperature, diluted with ethyl acetate (30 mL), washed with water (240 mL), brin... Reactants: ClC1=NC2=CC=CC=C2C(=N1)N(C)C1=CC=C(C=C1)OC ((2-chloro-quinazolin-4-yl)-(4-methoxy-phenyl)-methyl-amine), CN (methylamine), C1CCOC1 (THF), example 122. The product is CNC1=NC2=CC=CC=C2C(=N1)N(C)C1=CC=C(C=C1)OC ((2-Methylamino-quinazolin-4-yl)-(4-methoxy-phenyl)-methyl-amine). As a reaction SMILES: Cl[C:2]1[N:11]=[C:10]([N:12]([C:14]2[CH:19]=[CH:18][C:17]([O:20][CH3:21])=[CH:16][CH:15]=2)[CH3:13])[C:9]2[C:4](=[CH:5][CH:6]=[CH:7][CH:8]=2)[N:3]=1.[CH3:22][NH2:23].C1COCC1>>[CH3:22][NH:23][C:2]1[N:11]=[C:10]([N:12]([C:14]2[CH:19]=[CH:18][C:17]([O:20][CH3:21])=[CH:16][CH:15]=2)[CH3:13])[C:9]2[C:4](=[CH:5][CH:6]=[CH:7][CH:8]=2)[N:3]=1. Procedure details: The title compound was prepared from (2-chloro-quinazolin-4-yl)-(4-methoxy-phenyl)-methyl-amine (150 mg, 0.5 mmol), 2.0 M methylamine in THF (2.0 ml, 4 mmol) by a procedure similar to that of example 122 (53.7%). 1H NMR (CDCl3): 7.45 (d, J=7.8 Hz, 1H), 7.39-7.33 (m, 1H), 7.11-7.07 (m, 2H), 6.90-6.87 (m, 3H), 6.69-6.64 (m, 1H), 4.95 (brs, 1H), 3.82 (s, 3H), 3.50 (s, 3H), 3.11 (d, J=5.1 Hz, 3H). Reactants: OC(C1=CC=C(C(=O)N2CCN(CC2)C(=O)OC(C)(C)C)C=C1)C1=CC=CC=C1 (tert-butyl 4-{4-[hydroxy(phenyl)methyl]benzoyl}piperazine-1-carboxylate), [H-].[Na+] (sodium hydride), BrC(C(=O)OC)CC(C)C (methyl 2-bromo-4-methylpentanoate). Run in CN(C)C=O (DMF). Run at time 15 minute. The product is COC(=O)C(CC(C)C)OC(C1=CC=C(C(=O)N2CCN(CC2)C(=O)OC(C)(C)C)C=C1)C1=CC=CC=C1 (tert-butyl 4-{4-[[1-(methoxycarbonyl)-3-methylbutoxy](phenyl)methyl]benzoyl}piperazine-1-carboxylate). Reaction SMILES: [OH:1][CH:2]([C:24]1[CH:29]=[CH:28][CH:27]=[CH:26][CH:25]=1)[C:3]1[CH:23]=[CH:22][C:6]([C:7]([N:9]2[CH2:14][CH2:13][N:12]([C:15]([O:17][C:18]([CH3:21])([CH3:20])[CH3:19])=[O:16])[CH2:11][CH2:10]2)=[O:8])=[CH:5][CH:4]=1.[H-].[Na+].Br[CH:33]([CH2:38][CH:39]([CH3:41])[CH3:40])[C:34]([O:36][CH3:37])=[O:35]>CN(C=O)C>[CH3:37][O:36][C:34]([CH:33]([O:1][CH:2]([C:24]1[CH:25]=[CH:26][CH:27]=[CH:28][CH:29]=1)[C:3]1[CH:4]=[CH:5][C:6]([C:7]([N:9]2[CH2:10][CH2:11][N:12]([C:15]([O:17][C:18]([CH3:21])([CH3:20])[CH3:19])=[O:16])[CH2:13][CH2:14]2)=[O:8])=[CH:22][CH:23]=1)[CH2:38][CH:39]([CH3:41])[CH3:40])=[O:35] |f:1.2|. Procedure details: To a solution of tert-butyl 4-{4-[hydroxy(phenyl)methyl]benzoyl}piperazine-1-carboxylate from step 3 (1.5 g, 3.8 mmol) in DMF (20 mL) at 0° C. was added sodium hydride (0.16 g, 4.0 mmol) portionwise. The mixture was aged 15 minutes under a nitrogen atmosphere and methyl 2-bromo-4-methylpentanoate (0.65 mL, 4.0 mmol) was added dropwise. The reaction was allowed to warm to room temperature and was aged for 3 hours. The mixture was then partitioned between ethyl acetate and brine and the organic la... Reactants: CC(C)(C)[SiH2]OC(C)(C)c1cc(CCN)ccc1Cl, ClCCl, COC(=O)Cl, [K+], [K+], O=C([O-])[O-]. The product is COC(=O)NCCc1ccc(Cl)c(C(C)(C)O[SiH2]C(C)(C)C)c1. RXN SMILES: [C:12]([CH3:13])([CH3:14])([CH3:15])[SiH2:16][O:17][C:18]([c:19]1[cH:20][c:21]([CH2:26][CH2:27][NH2:28])[cH:22][cH:23][c:24]1[Cl:25])([CH3:29])[CH3:30].[Cl:31][CH2:32][Cl:33].[Cl:7][C:8](=[O:9])[O:10][CH3:11].[K+:1].[K+:2].[O-:3][C:4]([O-:5])=[O:6]>>[C:8](=[O:9])([O:10][CH3:11])[NH:28][CH2:27][CH2:26][c:21]1[cH:20][c:19]([C:18]([O:17][SiH2:16][C:12]([CH3:13])([CH3:14])[CH3:15])([CH3:29])[CH3:30])[c:24]([Cl:25])[cH:23][cH:22]1. The reactants are CS(=O)(=O)O[C@@H](C)[C@@H]1N(C(OC1)=O)C1=NC(=NC=C1)N[C@@H](C)C1=CN=C(S1)C1=CC=C(C=C1)Cl ((S)-1-((R)-3-(2-(((S)-1-(2-(4-chlorophenyl)thiazol-5-yl)ethyl)amino)pyrimidin-4-yl)-2-oxooxazolidin-4-yl)ethyl methanesulfonate), [N-]=[N+]=[N-].[Na+] (sodium azide). Run in CN(C)C=O (DMF), O (water). Reaction conditions: temperature 50 celsius, time 42 hour. Product: N(=[N+]=[N-])[C@H](C)[C@@H]1N(C(OC1)=O)C1=NC(=NC=C1)N[C@@H](C)C1=CN=C(S1)C1=CC=C(C=C1)Cl ((S)-4-((R)-1-azidoethyl)-3-(2-(((S)-1-(2-(4-chlorophenyl)thiazol-5-yl)ethyl)amino)pyrimidin-4-yl)oxazolidin-2-one). The yield is 75.0%. Reaction SMILES: CS(O[C@H:6]([C@H:8]1[CH2:12][O:11][C:10](=[O:13])[N:9]1[C:14]1[CH:19]=[CH:18][N:17]=[C:16]([NH:20][C@H:21]([C:23]2[S:27][C:26]([C:28]3[CH:33]=[CH:32][C:31]([Cl:34])=[CH:30][CH:29]=3)=[N:25][CH:24]=2)[CH3:22])[N:15]=1)[CH3:7])(=O)=O.[N-:35]=[N+:36]=[N-:37].[Na+]>CN(C=O)C.O>[N:35]([C@@H:6]([C@H:8]1[CH2:12][O:11][C:10](=[O:13])[N:9]1[C:14]1[CH:19]=[CH:18][N:17]=[C:16]([NH:20][C@H:21]([C:23]2[S:27][C:26]([C:28]3[CH:33]=[CH:32][C:31]([Cl:34])=[CH:30][CH:29]=3)=[N:25][CH:24]=2)[CH3:22])[N:15]=1)[CH3:7])=[N+:36]=[N-:37] |f:1.2|. Procedure details: To a microwave vial containing (S)-1-((R)-3-(2-(((S)-1-(2-(4-chlorophenyl)thiazol-5-yl)ethyl)amino)pyrimidin-4-yl)-2-oxooxazolidin-4-yl)ethyl methanesulfonate (21 mg, 0.04 mmol) in DMF (1 mL) was added sodium azide (13 mg, 0.20 mmol). Resulting reaction mixture heated to 50° C. for 1 hr in a sand bath then to 80° C. for 42 hr. Reaction mixture was diluted with water and extracted with EtOAc. Organic phases combined, washed with brine, dried (Na2SO4), filtered and concentrated to a yellow residue... RXN SMILES: C([O:3][C:4]([C:6]1[N:7]([CH2:22][C:23]([F:26])([F:25])[F:24])[N:8]=[C:9]([C:11]2[CH:16]=[CH:15][C:14]([O:17][C:18]([F:21])([F:20])[F:19])=[CH:13][CH:12]=2)[CH:10]=1)=O)C.[H-].[Al+3].[Li+].[H-].[H-].[H-]>>[F:25][C:23]([F:24])([F:26])[CH2:22][N:7]1[C:6]([CH2:4][OH:3])=[CH:10][C:9]([C:11]2[CH:12]=[CH:13][C:14]([O:17][C:18]([F:19])([F:20])[F:21])=[CH:15][CH:16]=2)=[N:8]1 |f:1.2.3.4.5.6|. Yields the product FC(CN1N=C(C=C1CO)C1=CC=C(C=C1)OC(F)(F)F)(F)F ([2-(2,2,2-trifluoro-ethyl)-5-(4-trifluoromethoxy-phenyl)-2H-pyrazol-3-yl]-methanol). Starting materials: C(C)OC(=O)C=1N(N=C(C1)C1=CC=C(C=C1)OC(F)(F)F)CC(F)(F)F (2-(2,2,2-trifluoro-ethyl)-5-(4-trifluoromethoxy-phenyl)-2H-pyrazole-3-carboxylic acid ethyl ester), [H-].[Al+3].[Li+].[H-].[H-].[H-] (lithium aluminium hydride). Procedure details: In analogy to the procedure described for example 1 a], 2-(2,2,2-trifluoro-ethyl)-5-(4-trifluoromethoxy-phenyl)-2H-pyrazole-3-carboxylic acid ethyl ester was reduced with lithium aluminium hydride to give [2-(2,2,2-trifluoro-ethyl)-5-(4-trifluoromethoxy-phenyl)-2H-pyrazol-3-yl]-methanol as colorless solid.